This data is from the Open Reaction Database (ORD), a public repository of structured organic reaction records. The task is: describe an organic reaction: reactants, conditions, products, and yield Starting materials: N1N=NN=C1C1=CN=C2N(C1=O)C=CC=C2 (3-(1H-tetrazol-5-yl)-4-oxo-4H-pyrido[1,2-a]pyrimidine), C([O-])([O-])=O.[K+].[K+] (potassium carbonate), C(C)(C)Br (isopropyl bromide). The solvent is CN(C=O)C (dimethylformamide). Conditions: temperature 90 celsius, time 1 hour. Yields the product C(C)(C)N1N=C(N=N1)C1=CN=C2N(C1=O)C=CC=C2 (3-(2-isopropyl-2H-tetrazol-5-yl)-4-oxo-4H-pyrido [1,2 -a ]pyrimidine). Yield: 55.7%. RXN SMILES: [NH:1]1[C:5]([C:6]2[C:11](=[O:12])[N:10]3[CH:13]=[CH:14][CH:15]=[CH:16][C:9]3=[N:8][CH:7]=2)=[N:4][N:3]=[N:2]1.C(=O)([O-])[O-].[K+].[K+].[CH:23](Br)([CH3:25])[CH3:24]>CN(C)C=O>[CH:23]([N:3]1[N:2]=[N:1][C:5]([C:6]2[C:11](=[O:12])[N:10]3[CH:13]=[CH:14][CH:15]=[CH:16][C:9]3=[N:8][CH:7]=2)=[N:4]1)([CH3:25])[CH3:24] |f:1.2.3|. Procedure: A mixture of 0.9 g (0.0042 moles) of 3-(1H-tetrazol-5-yl)-4-oxo-4H-pyrido[1,2-a]pyrimidine, 25 ml of dimethylformamide, 1.15 g (0.0084 moles) of anhydrous potassium carbonate and 1.1 ml (0.0126 moles) of isopropyl bromide was stirred at 90° C. for 1 hour. The hot yellow solution was filtered, the filtrate evaporated. To the crystalline residue 25 ml of water was added, and the crystals were collected. 0.6 g (55.8%) of the title compound was obtained, in the form of white crystals, m.p.: 146°-148...